Dataset: the Open Reaction Database (ORD), a public repository of structured organic reaction records. Task: describe an organic reaction: reactants, conditions, products, and yield Reactants: [C-]#N.[Na+] (sodium cyanide), C(C)C1=CC=C(CBr)C=C1 (4-ethylbenzyl bromide), O (water). Solvent: CS(=O)C (dimethyl sulfoxide). Reaction conditions: time 3 hour. Yields the product C(C)C1=CC=C(C=C1)CC#N (4-ethylphenylacetonitrile). The yield is 93.1%. As a reaction SMILES: [C-:1]#[N:2].[Na+].[CH2:4]([C:6]1[CH:13]=[CH:12][C:9]([CH2:10]Br)=[CH:8][CH:7]=1)[CH3:5].O>CS(C)=O>[CH2:4]([C:6]1[CH:13]=[CH:12][C:9]([CH2:10][C:1]#[N:2])=[CH:8][CH:7]=1)[CH3:5] |f:0.1|. Reported procedure: A mixture of 4-ethylbenzyl alcohol (2.72 g, 20 mmol, purchased from Aldrich) and 50 ml of 47% hydrobromic acid (purchased from Wako Junyaku Kogyo) was stirred vigorously for 30 minutes at room temperature. The reaction mixture was extracted with hexane to give 3.98 g of 4-ethylbenzyl bromide as a colorless oil. Then to a hot solution (50° C.) of sodium cyanide (1.96 g, 40 mmol) in 20 ml of dimethyl sulfoxide was added the above 3.98 g of 4-ethylbenzyl bromide and the mixture was stirred for 3 ho... Reactants: COc1ccccc1NC(=O)Nc1ccc(CC(=O)OC(C)(C)C)cc1OC, ClCCl, O=C(O)C(F)(F)F. The product is COc1ccccc1NC(=O)Nc1ccc(CC(=O)O)cc1OC. As a reaction SMILES: [CH3:1][O:2][c:3]1[c:4]([NH:9][C:10]([NH:11][c:12]2[c:13]([O:26][CH3:27])[cH:14][c:15]([CH2:18][C:19](=[O:20])[O:21][C:22]([CH3:23])([CH3:24])[CH3:25])[cH:16][cH:17]2)=[O:28])[cH:5][cH:6][cH:7][cH:8]1.[Cl:36][CH2:37][Cl:38].[OH:29][C:30]([C:31]([F:32])([F:33])[F:34])=[O:35]>>[CH3:1][O:2][c:3]1[c:4]([NH:9][C:10]([NH:11][c:12]2[c:13]([O:26][CH3:27])[cH:14][c:15]([CH2:18][C:19](=[O:20])[OH:21])[cH:16][cH:17]2)=[O:28])[cH:5][cH:6][cH:7][cH:8]1.